This data is from the Open Reaction Database (ORD), a public repository of structured organic reaction records. The task is: describe an organic reaction: reactants, conditions, products, and yield Reactants: ClCCl, Cc1cc(CO)cc(Cl)n1, Cl, COC(=O)Oc1cc(Nc2ncnc3cc(O)c(OC)cc23)c(F)cc1C, CCOC(=O)N=NC(=O)OCC, c1ccc(P(c2ccccc2)c2ccccc2)cc1. Product: COC(=O)Oc1cc(Nc2ncnc3cc(OCc4cc(C)nc(Cl)c4)c(OC)cc23)c(F)cc1C. Reaction SMILES: [CH2:70]([Cl:71])[Cl:72].[Cl:60][c:61]1[n:62][c:63]([CH3:69])[cH:64][c:65]([CH2:67][OH:68])[cH:66]1.[ClH:13].[F:14][c:15]1[c:16]([NH:17][c:18]2[n:19][cH:20][n:21][c:22]3[cH:23][c:24]([OH:30])[c:25]([O:28][CH3:29])[cH:26][c:27]23)[cH:31][c:32]([O:36][C:37](=[O:38])[O:39][CH3:40])[c:33]([CH3:35])[cH:34]1.[O:1]=[C:2]([O:3][CH2:4][CH3:5])[N:6]=[N:7][C:8]([O:9][CH2:10][CH3:11])=[O:12].[c:41]1([P:42]([c:43]2[cH:44][cH:45][cH:46][cH:47][cH:48]2)[c:49]2[cH:50][cH:51][cH:52][cH:53][cH:54]2)[cH:55][cH:56][cH:57][cH:58][cH:59]1>>[F:14][c:15]1[c:16]([NH:17][c:18]2[n:19][cH:20][n:21][c:22]3[cH:23][c:24]([O:30][CH2:67][c:65]4[cH:64][c:63]([CH3:69])[n:62][c:61]([Cl:60])[cH:66]4)[c:25]([O:28][CH3:29])[cH:26][c:27]23)[cH:31][c:32]([O:36][C:37](=[O:38])[O:39][CH3:40])[c:33]([CH3:35])[cH:34]1. Reactants: CC1=C(C(=C2C(=N1)SC1=C2CC=CC=C1)C1=CC=C(C=C1)C)CC(=O)OC (methyl [2-methyl-4-(p-tolyl)-5H-cyclohepta[4,5]thieno[2,3-b]pyridin-3-yl]acetate), [Li+].C[Si](C)(C)[N-][Si](C)(C)C (LHMDS), C1CCOC1 (THF), ICCC (1-iodopropane). Run in CN(C)C=O (DMF). Yields the product CC1=C(C(=C2C(=N1)SC1=C2CC=CC=C1)C1=CC=C(C=C1)C)C(C(=O)OC)CCC (Methyl 2-[2-methyl-4-(p-tolyl)-5H-cyclohepta[4,5]thieno [2,3-b]pyridin-3-yl]pentanoate). Isolated yield 80.0%. Reaction SMILES: [CH3:1][C:2]1[N:7]=[C:6]2[S:8][C:9]3[CH:15]=[CH:14][CH:13]=[CH:12][CH2:11][C:10]=3[C:5]2=[C:4]([C:16]2[CH:21]=[CH:20][C:19]([CH3:22])=[CH:18][CH:17]=2)[C:3]=1[CH2:23][C:24]([O:26][CH3:27])=[O:25].[Li+].C[Si]([N-][Si](C)(C)C)(C)C.[CH2:38]1[CH2:42]OC[CH2:39]1.ICCC>CN(C=O)C>[CH3:1][C:2]1[N:7]=[C:6]2[S:8][C:9]3[CH:15]=[CH:14][CH:13]=[CH:12][CH2:11][C:10]=3[C:5]2=[C:4]([C:16]2[CH:17]=[CH:18][C:19]([CH3:22])=[CH:20][CH:21]=2)[C:3]=1[CH:23]([CH2:39][CH2:38][CH3:42])[C:24]([O:26][CH3:27])=[O:25] |f:1.2|. Reported procedure: This compound was prepared according to the procedure C from methyl [2-methyl-4-(p-tolyl)-5H-cyclohepta[4,5]thieno[2,3-b]pyridin-3-yl]acetate (0.510 g; 1.3 mmol), LHMDS 1N in THF (1.44 mL; 1.44 mmol), 1-iodopropane (0.215 mL; 1.95 mmol) in DMF (4 mL) for 5 h. Purification by flash chromatography on silica gel using a gradient of ethyl acetate (2-30%) in heptane furnished 0.434 g (79%) of the title compound as a yellow solid. Reactants: CS(=O)(=O)OC[C@@H]1N(CCN(C1)S(=O)(=O)C=1SC=CC1)C1=CC=C(C=C1)C(C(F)(F)F)(C)O (((2R)-4-(2-thiophenylsulfonyl)-1-(4-(2,2,2-trifluoro-1-hydroxy-1-methylethyl)phenyl)-2-piperazinyl)methyl methanesulfonate), CS(=O)(=O)OC[C@@H]1N(CCN(C1)S(=O)(=O)C=1SC=CC1)C1=CC=C(C=C1)C(C(F)(F)F)(C)O (((2R)-4-(2-thiophenylsulfonyl)-1-(4-(2,2,2-trifluoro-1-hydroxy-1-methylethyl)phenyl)-2-piperazinyl)methyl methanesulfonate), CO (MeOH), N (NH3). Conditions: temperature 140 celsius. Product: NC[C@@H]1N(CCN(C1)S(=O)(=O)C=1SC=CC1)C1=CC=C(C=C1)C(C(F)(F)F)(C)O (2-(4-((2S)-2-(aminomethyl)-4-(2-thiophenylsulfonyl)-1-piperazinyl)phenyl)-1,1,1-trifluoro-2-propanol). Reaction SMILES: CS(O[CH2:6][C@H:7]1[CH2:12][N:11]([S:13]([C:16]2[S:17][CH:18]=[CH:19][CH:20]=2)(=[O:15])=[O:14])[CH2:10][CH2:9][N:8]1[C:21]1[CH:26]=[CH:25][C:24]([C:27]([OH:33])([CH3:32])[C:28]([F:31])([F:30])[F:29])=[CH:23][CH:22]=1)(=O)=O.CO.[NH3:36]>>[NH2:36][CH2:6][C@H:7]1[CH2:12][N:11]([S:13]([C:16]2[S:17][CH:18]=[CH:19][CH:20]=2)(=[O:15])=[O:14])[CH2:10][CH2:9][N:8]1[C:21]1[CH:26]=[CH:25][C:24]([C:27]([OH:33])([CH3:32])[C:28]([F:30])([F:31])[F:29])=[CH:23][CH:22]=1. Reported procedure: A mixture of ((2R)-4-(thiophen-2-ylsulfonyl)-1-(4-(1,1,1-trifluoro-2-hydroxypropan-2-yl)phenyl)piperazin-2-yl)methyl methanesulfonate (0.9 g, 1.70 mmol, Intermediate B) in 2 M NH3 in MeOH (10 mL, 20.0 mmol) was heated in an Initiator microwave reactor (Biotage AB, Inc., Uppsala, Sweden) at 140° C. for 30 min. The mixture was concentrated and purified on silica gel [2% MeOH in CH2Cl2 to 2% (2 N NH3-MeOH) in CH2Cl2) to give 2-(4-((2S)-2-(aminomethyl)-4-(2-thiophenylsulfonyl)-1-piperazinyl)phenyl)-... The product is CC(C(=O)OC(C)(C)C)(C(=O)OCC)C=1C(=NC(=CC1)[N+](=O)[O-])C (tert-butyl ethyl methyl(2-methyl-6-nitropyridin-3-yl)propanedioate). The solvent is CN(C)C=O (DMF). Reported procedure: To a suspension of NaH (60% in oil, 0.8 g, 19 mmol) in DMF (50 mL) was added tert-butyl ethyl (2-methyl-6-nitropyridin-3-yl)propanedioate (4 g, 13 mmol) at room temperature. The mixture was stirred for 1 hour and CH3I (3.7 g, 26 mmol) was added. The mixture was heated to 40° C. for 2 hours. Cooled to ambient temperature, the mixture was poured to ice/water, extracted with EtOAc. The combined organic layer was washed with brine, dried over anhydrous Na2SO4, concentrated and the residue was purifi... As a reaction SMILES: [H-].[Na+].[CH3:3][C:4]1[C:9]([CH:10]([C:18]([O:20][CH2:21][CH3:22])=[O:19])[C:11]([O:13][C:14]([CH3:17])([CH3:16])[CH3:15])=[O:12])=[CH:8][CH:7]=[C:6]([N+:23]([O-:25])=[O:24])[N:5]=1.[CH3:26]I>CN(C=O)C>[CH3:26][C:10]([C:9]1[C:4]([CH3:3])=[N:5][C:6]([N+:23]([O-:25])=[O:24])=[CH:7][CH:8]=1)([C:18]([O:20][CH2:21][CH3:22])=[O:19])[C:11]([O:13][C:14]([CH3:15])([CH3:16])[CH3:17])=[O:12] |f:0.1|. Run at temperature 40 celsius, time 1 hour. Reactants: ice water, [H-].[Na+] (NaH), CI (CH3I), CC1=NC(=CC=C1C(C(=O)OC(C)(C)C)C(=O)OCC)[N+](=O)[O-] (tert-butyl ethyl (2-methyl-6-nitropyridin-3-yl)propanedioate). Starting materials: NC(=O)CCCCCCCBr, CN(C)CCNC(=O)c1nc(Cl)c(N)nc1N, CC(C)=O, CN(C)C=O. Product: [Br-], C[N+](C)(CCCCCCCC(N)=O)CCNC(=O)c1nc(Cl)c(N)nc1N. RXN SMILES: [Br:18][CH2:19][CH2:20][CH2:21][CH2:22][CH2:23][CH2:24][CH2:25][C:26](=[O:27])[NH2:28].[CH3:1][N:2]([CH2:3][CH2:4][NH:5][C:6](=[O:7])[c:8]1[n:9][c:10]([Cl:16])[c:11]([NH2:15])[n:12][c:13]1[NH2:14])[CH3:17].[CH3:29][C:30](=[O:31])[CH3:32].[O:33]=[CH:34][N:35]([CH3:36])[CH3:37]>>[Br-:18].[CH3:1][N+:2]([CH2:3][CH2:4][NH:5][C:6](=[O:7])[c:8]1[n:9][c:10]([Cl:16])[c:11]([NH2:15])[n:12][c:13]1[NH2:14])([CH3:17])[CH2:19][CH2:20][CH2:21][CH2:22][CH2:23][CH2:24][CH2:25][C:26](=[O:27])[NH2:28]. The reactants are [OH-].[K+] (potassium hydroxide), C(CC(=O)OCC)(=O)OCC (Diethyl malonate), [Na] (sodium), CSC1=CC=C(C=C1)C=CC(C)=O (1-(4-Methylthiophenyl)but-1-en-3-one), Cl (hydrochloric acid). Run in O (water), C(C)O (ethanol). Run at time 4 hour. The product is OC1=CC(CC(C1)C1=CC=C(C=C1)SC)=O (3-hydroxy-5-(4-methylthiophenyl)cyclohex-2-en-1-one). Yield: 74.2%. RXN SMILES: C(OCC)(=O)[CH2:2][C:3](OCC)=[O:4].[Na].[CH3:13][S:14][C:15]1[CH:20]=[CH:19][C:18]([CH:21]=[CH:22][C:23](=[O:25])[CH3:24])=[CH:17][CH:16]=1.[OH-].[K+].Cl>C(O)C.O>[OH:4][C:3]1[CH2:2][CH:21]([C:18]2[CH:19]=[CH:20][C:15]([S:14][CH3:13])=[CH:16][CH:17]=2)[CH2:22][C:23](=[O:25])[CH:24]=1 |f:3.4,^1:11|. Procedure: Diethyl malonate (7.3 g; 45.4 mmole) was added to a solution of sodium metal (1.0 g; 42.9 mmole) in anhydrous absolute ethanol (100 ml). 1-(4-Methylthiophenyl)but-1-en-3-one (9.0 g; 43.7 mmole) was added to the solution and the mixture was heated under reflux, under nitrogen, with stirring for a period of 4 hours. An aqueous solution of potassium hydroxide (5.3 g in 30 ml of water) was added and the mixture was heated under reflux for a further 4 hours. The solution was poured into water, acidif... The reactants are O (water), C(C1=CC=CC=C1)(=O)C=1C=NC2=C(C=CC=C2C1C=1C=C(OCC2=CC=C(C=C2)CC#N)C=CC1)C(F)(F)F ([4-({3-[3-benzoyl-8-(trifluoromethyl)quinolin-4-yl]phenoxy}methyl) phenyl]acetonitrile), [N-]=[N+]=[N-].[Na+] (sodium azide), [NH4+].[Cl-] (NH4Cl). The solvent is CN(C)C=O (DMF). Reaction conditions: time 48 hour. The product is C1(=CC=CC=C1)C(=O)C=1C=NC2=C(C=CC=C2C1C1=CC(=CC=C1)OCC1=CC=C(C=C1)CC1=NN=NN1)C(F)(F)F (PHENYL[4-(3-{[4-(1H-TETRAZOL-5-YLMETHYL)BENZYL]OXY}PHENYL)-8-(TRIFLUOROMETHYL)QUINOLIN-3-YL]METHANONE). The yield is 22.0%. As a reaction SMILES: [C:1]([C:9]1[CH:10]=[N:11][C:12]2[C:17]([C:18]=1[C:19]1[CH:20]=[C:21]([CH:33]=[CH:34][CH:35]=1)[O:22][CH2:23][C:24]1[CH:29]=[CH:28][C:27]([CH2:30][C:31]#[N:32])=[CH:26][CH:25]=1)=[CH:16][CH:15]=[CH:14][C:13]=2[C:36]([F:39])([F:38])[F:37])(=[O:8])[C:2]1[CH:7]=[CH:6][CH:5]=[CH:4][CH:3]=1.[N-:40]=[N+:41]=[N-:42].[Na+].[NH4+].[Cl-].O>CN(C=O)C>[C:2]1([C:1]([C:9]2[CH:10]=[N:11][C:12]3[C:17]([C:18]=2[C:19]2[CH:35]=[CH:34][CH:33]=[C:21]([O:22][CH2:23][C:24]4[CH:29]=[CH:28][C:27]([CH2:30][C:31]5[NH:42][N:41]=[N:40][N:32]=5)=[CH:26][CH:25]=4)[CH:20]=2)=[CH:16][CH:15]=[CH:14][C:13]=3[C:36]([F:38])([F:37])[F:39])=[O:8])[CH:3]=[CH:4][CH:5]=[CH:6][CH:7]=1 |f:1.2,3.4|. Procedure: A solution of ([4-({3-[3-benzoyl-8-(trifluoromethyl)quinolin-4-yl]phenoxy}methyl) phenyl]acetonitrile) (0.52 g, 1.0 mmol), sodium azide (0.33 g, 5.0 mmol) and NH4Cl (0.27 g, 5 mmol) in DMF (30 ml) was heated to 125° C. After 48 hr, the reaction was cooled and poured into water. The aqueous layer was extracted with EtOAc, dried and concentrated. The product was purified by column chromatography (eluent 50% EtOAc/Hexane) to give the title compound as a foam (0.12 g, 22%); MS (ESI) m/z [M+H]+(566);... Reactants: [Br-], C[Mg+], CC(=O)c1cccc(Cl)c1, C1CCOC1. The product is CC(C)(O)c1cccc(Cl)c1. As a reaction SMILES: [Br-:11].[CH3:12][Mg+:13].[Cl:1][c:2]1[cH:3][c:4]([C:8](=[O:9])[CH3:10])[cH:5][cH:6][cH:7]1.[O:14]1[CH2:15][CH2:16][CH2:17][CH2:18]1>>[Cl:1][c:2]1[cH:3][c:4]([C:8]([OH:9])([CH3:10])[CH3:12])[cH:5][cH:6][cH:7]1.